This data is from the Open Reaction Database (ORD), a public repository of structured organic reaction records. The task is: describe an organic reaction: reactants, conditions, products, and yield Starting materials: [Br-], c1ccc(C2CO2)cc1, CCCC[N+](CCCC)(CCCC)CCCC, ClCCCl, [K+], N#C[K], [OH-]. Yields the product N#CCC(O)c1ccccc1. Reaction SMILES: [Br-:17].[CH2:1]1[O:2][CH:3]1[c:4]1[cH:5][cH:6][cH:7][cH:8][cH:9]1.[CH3:18][CH2:19][CH2:20][CH2:21][N+:22]([CH2:23][CH2:24][CH2:25][CH3:26])([CH2:27][CH2:28][CH2:29][CH3:30])[CH2:31][CH2:32][CH2:33][CH3:34].[Cl:10][CH2:11][CH2:12][Cl:13].[K+:36].[K:14][C:15]#[N:16].[OH-:35]>>[CH2:1]([CH:3]([OH:2])[c:4]1[cH:5][cH:6][cH:7][cH:8][cH:9]1)[C:15]#[N:16]. Starting materials: [OH-].[Na+] (sodium hydroxide), N(C(=N)N)C=1SC(=C(N1)C)C(=O)C1=NC=CC(=C1)C (2-guanidino-4-methyl-5-(4-methylpyridin-2-ylcarbonyl)thiazole), Cl (hydrochloric acid), [BH4-].[Na+] (sodium borohydride). Solvent: CO (methanol). Conditions: time 2 hour. The product is OC(C1=C(N=C(S1)NC(=N)N)C)C1=NC=CC(=C1)C (N-(5-(hydroxy-(4-methylpyridin-2-yl)methyl)-4-methylthiazol-2-yl)guanidine). Isolated yield 91.3%. Reaction SMILES: [NH:1]([C:5]1[S:6][C:7]([C:11]([C:13]2[CH:18]=[C:17]([CH3:19])[CH:16]=[CH:15][N:14]=2)=[O:12])=[C:8]([CH3:10])[N:9]=1)[C:2]([NH2:4])=[NH:3].[BH4-].[Na+].Cl.[OH-].[Na+]>CO>[OH:12][CH:11]([C:13]1[CH:18]=[C:17]([CH3:19])[CH:16]=[CH:15][N:14]=1)[C:7]1[S:6][C:5]([NH:1][C:2]([NH2:4])=[NH:3])=[N:9][C:8]=1[CH3:10] |f:1.2,4.5|. Procedure details: To a suspension of 2-guanidino-4-methyl-5-(4-methylpyridin-2-ylcarbonyl)thiazole (0.1 g) in methanol (3 ml) was added sodium borohydride. (48.4 mg), and the mixture was stirred for 2 hours. The mixture was poured into 1N hydrochloric acid. The pH was adjusted to 12 with 4N aqueous sodium hydroxide, and the mixture was stirred for 15 minutes. The precipitate was collected by filtration, washed with water and dried to give N-(5-(hydroxy-(4-methylpyridin-2-yl)methyl)-4-methylthiazol-2-yl)guanidine ... Reactants: solution, O1CCCC1 (tetrahydrofuran), BrC1=CC=C(C=C1)NC(C(C)N1CCCC1)=O (N-(4-bromo-phenyl)-2-pyrrolidin-1-yl-propionamide). Run in CO (methanol). Run at time 8 hour. Product: BrC1=CC=C(C=C1)NCC(C)N1CCCC1 ((4-Bromo-phenyl)-(2-pyrrolidin-1-yl-propyl)-amine). RXN SMILES: O1CCCC1.[Br:6][C:7]1[CH:12]=[CH:11][C:10]([NH:13][C:14](=O)[CH:15]([N:17]2[CH2:21][CH2:20][CH2:19][CH2:18]2)[CH3:16])=[CH:9][CH:8]=1>CO>[Br:6][C:7]1[CH:12]=[CH:11][C:10]([NH:13][CH2:14][CH:15]([N:17]2[CH2:21][CH2:20][CH2:19][CH2:18]2)[CH3:16])=[CH:9][CH:8]=1. Reported procedure: A 1M solution of BH3 in tetrahydrofuran (10 ml, 10 mmol) was added dropwise to N-(4-bromo-phenyl)-2-pyrrolidin-1-yl-propionamide (0.44 g, 1.48 mmol) and the solution was stirred overnight at reflux then subsequently hydrolysed by slow addition of excess of methanol and refluxing for a further 2 hours. The reaction mixture was loaded onto an SCX cartridge, which was washed with methanol and the product subsequently eluted with 2M ammonia in methanol. Removal of all solvents under rotary evaporati... Reactants: C(C)OC(C=1C=2N(C=CC1)C=C(N2)C)OCC (8-diethoxymethyl-2-methyl-imidazo[1,2-a]pyridine), C(C)C(CC)C=1C=2N(N=C(C1)C)C(=C(N2)C)I (8-(1-ethyl-propyl)-3-iodo-2,6-dimethyl-imidazo[1,2-b]pyridazine). Product: C(C)OC(C=1C=2N(C=CC1)C(=C(N2)C)C2=C(N=C1N2N=C(C=C1C(CC)CC)C)C)OCC (3-(8-Diethoxymethyl-2-methyl-imidazo[1,2-a]pyridin-3-yl)-8-(1-ethyl-propyl)-2,6-dimethyl-imidazo[1,2-b]pyridazine). The yield is 71.8%. Reaction SMILES: [CH2:1]([O:3][CH:4]([O:15][CH2:16][CH3:17])[C:5]1[C:6]2[N:7]([CH:11]=[C:12]([CH3:14])[N:13]=2)[CH:8]=[CH:9][CH:10]=1)[CH3:2].[CH2:18]([CH:20]([C:23]1[C:24]2[N:25]([C:30](I)=[C:31]([CH3:33])[N:32]=2)[N:26]=[C:27]([CH3:29])[CH:28]=1)[CH2:21][CH3:22])[CH3:19]>>[CH2:1]([O:3][CH:4]([O:15][CH2:16][CH3:17])[C:5]1[C:6]2[N:7]([C:11]([C:30]3[N:25]4[N:26]=[C:27]([CH3:29])[CH:28]=[C:23]([CH:20]([CH2:18][CH3:19])[CH2:21][CH3:22])[C:24]4=[N:32][C:31]=3[CH3:33])=[C:12]([CH3:14])[N:13]=2)[CH:8]=[CH:9][CH:10]=1)[CH3:2]. Procedure: Using a procedure analogous to Example 16B, 8-diethoxymethyl-2-methyl-imidazo[1,2-a]pyridine (1.70 g, 7.26 mmol) and 8-(1-ethyl-propyl)-3-iodo-2,6-dimethyl-imidazo[1,2-b]pyridazine (2.49 g, 7.26 mmol) give the title compound (2.34 g, 5.21 mmol, 72%). 1H NMR (CDCl3): δ. 0.92 (t, J=7.5 Hz, 3H), 0.93 (t, J=7.5 Hz, 3H), 1.31 (t, J=7.1 Hz, 3H), 1.33 (t, J=7.1 Hz, 3H), 1.79-1.93 (m, 4H), 2.14 (s, 3H), 2.44 (s, 6H), 3.34-3.42 (m, 1H), 3.67-3.94 (m, 4H), 6.26 (s, 1H), 6.73 (s, 1H), 6.73-6.80 (m, 1H), 7.... Reactants: [BH4-], CO, COc1c(C=O)cccc1Sc1ccccc1Cl, [Na+]. Yields the product COc1c(CO)cccc1Sc1ccccc1Cl. RXN SMILES: [BH4-:1].[CH3:21][OH:22].[CH3:3][O:4][c:5]1[c:6]([CH:7]=[O:8])[cH:9][cH:10][cH:11][c:12]1[S:13][c:14]1[c:15]([Cl:20])[cH:16][cH:17][cH:18][cH:19]1.[Na+:2]>>[CH3:3][O:4][c:5]1[c:6]([CH2:7][OH:8])[cH:9][cH:10][cH:11][c:12]1[S:13][c:14]1[c:15]([Cl:20])[cH:16][cH:17][cH:18][cH:19]1.